From a dataset of the Open Reaction Database (ORD), a public repository of structured organic reaction records. describe an organic reaction: reactants, conditions, products, and yield As a reaction SMILES: [C:31](=[O:32])([O-:33])[O-:34].[CH3:18][O:19][c:20]1[cH:21][c:22]([CH:26]2[CH2:27][NH:28][CH2:29][CH2:30]2)[cH:23][cH:24][cH:25]1.[CH3:39][N:40]([CH3:41])[CH:42]=[O:43].[I-:38].[K+:35].[K+:36].[K+:37].[c:1]1([CH:7]([O:8][CH2:9][CH2:10][Br:11])[c:12]2[cH:13][cH:14][cH:15][cH:16][cH:17]2)[cH:2][cH:3][cH:4][cH:5][cH:6]1>>[c:1]1([CH:7]([O:8][CH2:9][CH2:10][N:28]2[CH2:27][CH:26]([c:22]3[cH:21][c:20]([O:19][CH3:18])[cH:25][cH:24][cH:23]3)[CH2:30][CH2:29]2)[c:12]2[cH:13][cH:14][cH:15][cH:16][cH:17]2)[cH:2][cH:3][cH:4][cH:5][cH:6]1. Product: COc1cccc(C2CCN(CCOC(c3ccccc3)c3ccccc3)C2)c1. Reactants: O=C([O-])[O-], COc1cccc(C2CCNC2)c1, CN(C)C=O, [I-], [K+], [K+], [K+], BrCCOC(c1ccccc1)c1ccccc1. Starting materials: CS(C)=O, CCOC(C)=O, N#CC1CCCN1C(=O)CCl, [K+], [K+], O=C([O-])[O-], NC12CC3CC1CC(N1CCCS1(=O)=O)(C3)C2. The product is N#CC1CCCN1C(=O)CNC12CC3CC1CC(N1CCCS1(=O)=O)(C3)C2. Reaction SMILES: [CH3:35][S:36]([CH3:37])=[O:38].[CH3:39][CH2:40][O:41][C:42]([CH3:43])=[O:44].[Cl:24][CH2:25][C:26](=[O:27])[N:28]1[CH:29]([C:33]#[N:34])[CH2:30][CH2:31][CH2:32]1.[K+:18].[K+:19].[O-:20][C:21]([O-:22])=[O:23].[O:1]=[S:2]1(=[O:17])[N:3]([C:7]23[CH2:8][C:9]4([NH2:16])[CH2:10][CH:11]([CH2:12][CH:13]4[CH2:14]2)[CH2:15]3)[CH2:4][CH2:5][CH2:6]1>>[O:1]=[S:2]1(=[O:17])[N:3]([C:7]23[CH2:8][C:9]4([NH:16][CH2:25][C:26](=[O:27])[N:28]5[CH:29]([C:33]#[N:34])[CH2:30][CH2:31][CH2:32]5)[CH2:10][CH:11]([CH2:12][CH:13]4[CH2:14]2)[CH2:15]3)[CH2:4][CH2:5][CH2:6]1. The reactants are OC1(Cc2ccccc2)CCNCC1, C1CCOC1, Cc1cc(NC(=O)NCCCl)cc(C)n1, [Na+], O=C([O-])O. Product: Cc1cc(NC(=O)NCCN2CCC(O)(Cc3ccccc3)CC2)cc(C)n1. Reaction SMILES: [CH2:1]([c:2]1[cH:3][cH:4][cH:5][cH:6][cH:7]1)[C:8]1([OH:14])[CH2:9][CH2:10][NH:11][CH2:12][CH2:13]1.[CH2:35]1[O:36][CH2:37][CH2:38][CH2:39]1.[Cl:20][CH2:21][CH2:22][NH:23][C:24](=[O:25])[NH:26][c:27]1[cH:28][c:29]([CH3:34])[n:30][c:31]([CH3:33])[cH:32]1.[Na+:19].[O-:15][C:16]([OH:17])=[O:18]>>[CH2:1]([c:2]1[cH:3][cH:4][cH:5][cH:6][cH:7]1)[C:8]1([OH:14])[CH2:9][CH2:10][N:11]([CH2:21][CH2:22][NH:23][C:24](=[O:25])[NH:26][c:27]2[cH:28][c:29]([CH3:34])[n:30][c:31]([CH3:33])[cH:32]2)[CH2:12][CH2:13]1. Reactants: IC=CC(CCCCC)(O)C (1-iodo-3-methyl-1-octen-3-ol), N1C=NC=C1 (imidazole), [Si](C)(C)(C(C)(C)C)Cl (t-butyldimethylsilyl chloride). Solvent: CN(C=O)C (dimethylformamide). Product: IC=CC(CCCCC)(C)O[Si](C)(C)C(C)(C)C (1-Iodo-3-t-Butyldimethylsilyloxy-3-Methyl-1-Octene). As a reaction SMILES: [I:1][CH:2]=[CH:3][C:4]([CH3:11])([OH:10])[CH2:5][CH2:6][CH2:7][CH2:8][CH3:9].N1C=CN=C1.[Si:17](Cl)([C:20]([CH3:23])([CH3:22])[CH3:21])([CH3:19])[CH3:18]>CN(C)C=O>[I:1][CH:2]=[CH:3][C:4]([O:10][Si:17]([C:20]([CH3:23])([CH3:22])[CH3:21])([CH3:19])[CH3:18])([CH3:11])[CH2:5][CH2:6][CH2:7][CH2:8][CH3:9]. Procedure: A solution of 2.625 g. of dl-1-iodo-3-methyl-1-octen-3-ol, 3.2 g. of imidazole and 3.6 g. of t-butyldimethylsilyl chloride in 10 ml. of dimethylformamide is stirred at 60° C. for 35 hours under nitrogen. After vacuum evaporation of the solvent, the residue is extracted with hexane and chromatogaphed on neutral alumina (Activity 3). Elution with hexane gives the title product as an oil, 2.15 g. The reactants are Cn1cc(Br)c(CO)n1, CC(C)(C)[Si](C)(C)Cl, CN(C)c1ccncc1, ClCCl, c1c[nH]cn1. Yields the product Cn1cc(Br)c(CO[Si](C)(C)C(C)(C)C)n1. As a reaction SMILES: [Br:1][c:2]1[c:3]([CH2:8][OH:9])[n:4][n:5]([CH3:7])[cH:6]1.[C:10]([CH3:11])([CH3:12])([CH3:13])[Si:14]([CH3:15])([CH3:16])[Cl:17].[CH3:26][N:27]([CH3:28])[c:29]1[cH:30][cH:31][n:32][cH:33][cH:34]1.[Cl:23][CH2:24][Cl:25].[nH:18]1[cH:19][cH:20][n:21][cH:22]1>>[Br:1][c:2]1[c:3]([CH2:8][O:9][Si:14]([C:10]([CH3:11])([CH3:12])[CH3:13])([CH3:15])[CH3:16])[n:4][n:5]([CH3:7])[cH:6]1.